The task is: describe an organic reaction: reactants, conditions, products, and yield. This data is from the Open Reaction Database (ORD), a public repository of structured organic reaction records. Starting materials: ClC=1C=CC(=C(C(=O)O)C1)C(F)(F)F (5-chloro-2-(trifluoromethyl)benzoic acid), CO (MeOH), S(=O)(Cl)Cl (thionyl chloride). Conditions: temperature 70 celsius, time 12 hour. Yields the product ClC=1C=CC(=C(C(=O)OC)C1)C(F)(F)F (Methyl 5-chloro-2-(trifluoromethyl)benzoate). The yield is 96.5%. RXN SMILES: [Cl:1][C:2]1[CH:3]=[CH:4][C:5]([C:11]([F:14])([F:13])[F:12])=[C:6]([CH:10]=1)[C:7]([OH:9])=[O:8].S(Cl)(Cl)=O.[CH3:19]O>>[Cl:1][C:2]1[CH:3]=[CH:4][C:5]([C:11]([F:12])([F:13])[F:14])=[C:6]([CH:10]=1)[C:7]([O:9][CH3:19])=[O:8]. Procedure: Dissolve 5-chloro-2-(trifluoromethyl)benzoic acid (10 g, 0.044 mol) in MeOH (150 mL). Add thionyl chloride (50 g, 0.421 mol) slowly. Heat the resulting mixture to 70° C., and stir for 12 hours. Concentrate the mixture under reduced pressure. Pour the residue into water (100 mL), and extract the aqueous with EtOAc (2×200 mL). Dry the combined organics over sodium sulfate, and concentrate under reduced pressure to give the title compound (11.5 g, 96.5%) as an oil. 1H NMR (300 MHz, CDCl3,) δ 7.78 (... Reaction SMILES: [OH-].[Na+].CO.C[O:6][C:7](=[O:23])[C@@H:8]1[CH2:12][CH2:11][CH2:10][N:9]1[C:13](=[O:22])[CH:14]=[CH:15][C:16]1[CH:21]=[CH:20][CH:19]=[CH:18][CH:17]=1.Cl>O>[C:13]([N:9]1[CH2:10][CH2:11][CH2:12][C@H:8]1[C:7]([OH:23])=[O:6])(=[O:22])[CH:14]=[CH:15][C:16]1[CH:21]=[CH:20][CH:19]=[CH:18][CH:17]=1 |f:0.1|. Run in O (water). Conditions: time 3 hour. Product: C(C=CC1=CC=CC=C1)(=O)N1[C@H](C(=O)O)CCC1 (N-cinnamoyl-L-proline). The reactants are [OH-].[Na+] (sodium hydroxide), CO (methanol), COC([C@H]1N(CCC1)C(C=CC1=CC=CC=C1)=O)=O (N-cinnamoyl-L-proline methyl ester), resultant solution, Cl (hydrochloric acid). Isolated yield 88.7%. Procedure: 5N sodium hydroxide (18.58 ml) was added dropwise to a methanol solution (100 ml) of N-cinnamoyl-L-proline methyl ester (20.07 g) under ice cooling, and the mixture was stirred at room temperature for three hours. The pH value of the obtained reaction solution was adjusted to 5 with 5N hydrochloric acid, and the resultant solution was poured into 1 l of water. The precipitate was filtered out and dried to obtain 16.84 g of N-cinnamoyl-L-proline. The reactants are CCCCCCCCC(O)C=CC=Cc1ccccc1OCCCC(=O)OCC, CO, [Na+], [OH-]. Yields the product CCCCCCCCC(O)C=CC=Cc1ccccc1OCCCC(=O)O. RXN SMILES: [CH2:1]([CH3:2])[O:3][C:4]([CH2:5][CH2:6][CH2:7][O:8][c:9]1[c:10]([CH:15]=[CH:16][CH:17]=[CH:18][CH:19]([CH2:20][CH2:21][CH2:22][CH2:23][CH2:24][CH2:25][CH2:26][CH3:27])[OH:28])[cH:11][cH:12][cH:13][cH:14]1)=[O:29].[CH3:32][OH:33].[Na+:31].[OH-:30]>>[O:3]=[C:4]([CH2:5][CH2:6][CH2:7][O:8][c:9]1[c:10]([CH:15]=[CH:16][CH:17]=[CH:18][CH:19]([CH2:20][CH2:21][CH2:22][CH2:23][CH2:24][CH2:25][CH2:26][CH3:27])[OH:28])[cH:11][cH:12][cH:13][cH:14]1)[OH:29].